describe an organic reaction: reactants, conditions, products, and yield From a dataset of the Open Reaction Database (ORD), a public repository of structured organic reaction records. Reactants: S(O)(O)(=O)=O (Sulfuric acid), S(O)(O)(=O)=O (sulfuric acid), C(C=C)#N (acrylonitrile), C1(CCCCC1)O (cyclohexanol). Solvent: ice water. Reaction conditions: temperature 45 celsius. Product: C1(CCCCC1)NC(C=C)=O (N-cyclohexylacrylamide). Yield: 88.0%. Reaction SMILES: S(=O)(=O)(O)[OH:2].[C:6](#[N:9])[CH:7]=[CH2:8].[CH:10]1(O)[CH2:15][CH2:14][CH2:13][CH2:12][CH2:11]1>>[CH:10]1([NH:9][C:6](=[O:2])[CH:7]=[CH2:8])[CH2:15][CH2:14][CH2:13][CH2:12][CH2:11]1. Procedure: Sulfuric acid (46.0 g) was placed in a 3-liter 3-neck flask and heated to 45° C. A mixture of acrylonitrile (94.5g) and cyclohexanol (180.2g) was prepared and added to the flask simultaneously with additional sulfuric acid (95.8%, 322.3 g) keeping the temperature at 45°-55° C. At the end of the addition, the brown solution was heated to 60° C. for 3 hours. The mixture was then poured into 3 liters of ice water with constant stirring. The white precipitate formed was filtered, washed with water u...